Dataset: the Open Reaction Database (ORD), a public repository of structured organic reaction records. Task: describe an organic reaction: reactants, conditions, products, and yield Starting materials: CC(=O)O, Cl, C=C1C(C)C2C3CC(F)C(=O)C3(C)CCC2C2(C)C(C)=CC(=O)C3OC132, O. Yields the product C=C1C2=C(Cl)C(=O)C=C(C)C2(C)C2CCC3(C)C(=O)C(F)CC3C2C1C. RXN SMILES: [CH3:29][C:30](=[O:31])[OH:32].[ClH:1].[F:2][CH:3]1[C:4](=[O:27])[C:5]2([CH3:6])[CH:7]([CH2:8]1)[CH:9]1[CH:10]([CH3:26])[C:11](=[CH2:25])[C:12]34[CH:13]([C:14](=[O:23])[CH:15]=[C:16]([CH3:22])[C:17]3([CH3:18])[CH:19]1[CH2:20][CH2:21]2)[O:24]4.[OH2:28]>>[Cl:1][C:13]1=[C:12]2[C:11](=[CH2:25])[CH:10]([CH3:26])[CH:9]3[CH:7]4[C:5]([CH3:6])([C:4](=[O:27])[CH:3]([F:2])[CH2:8]4)[CH2:21][CH2:20][CH:19]3[C:17]2([CH3:18])[C:16]([CH3:22])=[CH:15][C:14]1=[O:23].